Dataset: the Open Reaction Database (ORD), a public repository of structured organic reaction records. Task: describe an organic reaction: reactants, conditions, products, and yield Starting materials: NC1=NC=CC=C1N (2,3-diaminopyridine), C(C(=O)OCC)(=O)OCC (diethyl oxalate). Reaction conditions: temperature 120 celsius, time 1 hour. Yields the product N1C2=C(NC(C1=O)=O)N=CC=C2 (Pyrido[3,2-b]pyrazine-2,3(1H,4H)-dione). RXN SMILES: [NH2:1][C:2]1[C:7]([NH2:8])=[CH:6][CH:5]=[CH:4][N:3]=1.[C:9](OCC)(=[O:15])[C:10](OCC)=[O:11]>>[NH:8]1[C:10](=[O:11])[C:9](=[O:15])[NH:1][C:2]2[N:3]=[CH:4][CH:5]=[CH:6][C:7]1=2. Procedure: A stirred suspension of 2,3-diaminopyridine (75 g, 687 mmol) in diethyl oxalate (291 ml, 2131 mmol) under N2 was heated to 120° C. After 1 h, the ethanol was distilled off the reaction mixture and the temperature was elevated to 160° C. for a further 2 hours. The reaction mixture was allowed to cool to RT and diluted with diethyl ether (200 ml). The resulting suspension was stirred for 1 hour and the solid was isolated by filtration and dried in a vacuum oven. The solid was suspended in ethanol ... Reactants: C(CCC)P(CCCC)CCCC (Tri-n-butyl phosphine), ClC(C(=O)O)C (2-chloropropanoic acid), P (phosphine). The solvent is CC(=O)C (acetone). Product: [Cl-].C(CCC)[P+](C(C)C(=O)O)(CCCC)CCCC (Tri-n-butyl(1-carboxyethyl)phosphonium Chloride). Reaction SMILES: [CH2:1]([P:5]([CH2:10][CH2:11][CH2:12][CH3:13])[CH2:6][CH2:7][CH2:8][CH3:9])[CH2:2][CH2:3][CH3:4].[Cl:14][CH:15]([CH3:19])[C:16]([OH:18])=[O:17].P>CC(C)=O>[Cl-:14].[CH2:10]([P+:5]([CH2:1][CH2:2][CH2:3][CH3:4])([CH2:6][CH2:7][CH2:8][CH3:9])[CH:15]([C:16]([OH:18])=[O:17])[CH3:19])[CH2:11][CH2:12][CH3:13] |f:4.5|. Procedure details: Tri-n-butyl phosphine (20.27 g, 25 ml, 0.1 mole) was added dropwise to a rapidly stirred solution of 2-chloropropanoic acid (10.85 g, 9.1 ml, 0.1 mole) in 31 ml of acetone. The reaction was, of course, exothermic, and the addition of the phosphine was maintained at a rate such that the temperature did not exceed about 35° C. After the addition was complete, the acetone solvent was removed under reduced pressure leaving a viscous liquid having an infrared spectrum and elemental analysis correspon... Starting materials: NC(Cc1ccccc1)C(O)CNC(=O)OCc1ccccc1, Cl, CC(C)Nc1cc(C(=O)O)cc(N2CCCC2=O)c1. The product is CC(C)Nc1cc(C(=O)NC(Cc2ccccc2)C(O)CNC(=O)OCc2ccccc2)cc(N2CCCC2=O)c1. RXN SMILES: [CH2:21]([c:22]1[cH:23][cH:24][cH:25][cH:26][cH:27]1)[O:28][C:29]([NH:30][CH2:31][CH:32]([CH:33]([CH2:34][c:35]1[cH:36][cH:37][cH:38][cH:39][cH:40]1)[NH2:41])[OH:42])=[O:43].[ClH:1].[O:2]=[C:3]1[N:4]([c:8]2[cH:9][c:10]([C:11](=[O:12])[OH:13])[cH:14][c:15]([NH:17][CH:18]([CH3:19])[CH3:20])[cH:16]2)[CH2:5][CH2:6][CH2:7]1>>[O:2]=[C:3]1[N:4]([c:8]2[cH:9][c:10]([C:11](=[O:13])[NH:41][CH:33]([CH:32]([CH2:31][NH:30][C:29]([O:28][CH2:21][c:22]3[cH:23][cH:24][cH:25][cH:26][cH:27]3)=[O:43])[OH:42])[CH2:34][c:35]3[cH:36][cH:37][cH:38][cH:39][cH:40]3)[cH:14][c:15]([NH:17][CH:18]([CH3:19])[CH3:20])[cH:16]2)[CH2:5][CH2:6][CH2:7]1. Reactants: CO, Nc1ncnc2c1nc(I)n2-c1ccc(NC(=O)Nc2ccc(Cl)c(C(F)(F)F)c2)cc1. Product: COc1nc2c(N)ncnc2n1-c1ccc(NC(=O)Nc2ccc(Cl)c(C(F)(F)F)c2)cc1. RXN SMILES: [CH3:33][OH:34].[NH2:1][c:2]1[c:3]2[n:4][c:5]([I:32])[n:6](-[c:11]3[cH:12][cH:13][c:14]([NH:17][C:18](=[O:19])[NH:20][c:21]4[cH:22][c:23]([C:28]([F:29])([F:30])[F:31])[c:24]([Cl:27])[cH:25][cH:26]4)[cH:15][cH:16]3)[c:7]2[n:8][cH:9][n:10]1>>[NH2:1][c:2]1[c:3]2[n:4][c:5]([O:34][CH3:33])[n:6](-[c:11]3[cH:12][cH:13][c:14]([NH:17][C:18](=[O:19])[NH:20][c:21]4[cH:22][c:23]([C:28]([F:29])([F:30])[F:31])[c:24]([Cl:27])[cH:25][cH:26]4)[cH:15][cH:16]3)[c:7]2[n:8][cH:9][n:10]1.